Dataset: the Open Reaction Database (ORD), a public repository of structured organic reaction records. Task: describe an organic reaction: reactants, conditions, products, and yield Reactants: O=C([O-])[O-], CC(C)=O, O=Cc1ccc(CCl)cc1, [K+], [K+], O, O=[N+]([O-])c1ccc(S)nc1. The product is O=Cc1ccc(CSc2ccc([N+](=O)[O-])cn2)cc1. RXN SMILES: [C:25](=[O:26])([O-:27])[O-:28].[CH3:11][C:12](=[O:13])[CH3:14].[Cl:15][CH2:16][c:17]1[cH:18][cH:19][c:20]([CH:21]=[O:22])[cH:23][cH:24]1.[K+:29].[K+:30].[OH2:31].[SH:1][c:2]1[n:3][cH:4][c:5]([N+:8](=[O:9])[O-:10])[cH:6][cH:7]1>>[S:1]([c:2]1[n:3][cH:4][c:5]([N+:8](=[O:9])[O-:10])[cH:6][cH:7]1)[CH2:16][c:17]1[cH:18][cH:19][c:20]([CH:21]=[O:22])[cH:23][cH:24]1. Reactants: (3R,4S)-Sta L-FDLA, CO (MeOH), (3R,4S)-Sta D-FDLA, C(=O)O (HCOOH), (3R,4S)-Sta L-FDLA, (3S,4S)-Sta D-FDLA, (3S,4S)-Sta L-FDLA, compounds 1, CC[C@H](C)[C@@H](C(=O)NCC(=O)N(C)[C@H](CC=1C=CC=CC1)C(=O)N2CCC[C@H]2C(=O)OC)NC(=O)C[C@@H]([C@H](CC(C)C)NC(=O)[C@H](CCC(=O)N)N(C)C(=O)[C@H](CC(C)C)NC(=O)[C@@H]([C@@H](C)CC)O)O (grassystatin C), (3S,4S)-Sta L-FDLA, CC(C)C[C@@H](C(=O)N)NC1=CC(=C(C=C1[N+](=O)[O-])[N+](=O)[O-])F (L-FDLA), CO (MeOH). The solvent is O (H2O). The product is N[C@@H](CC(C)C)[C@@H](O)CC(O)=O (Statine). RXN SMILES: CC[C@@H]([C@H](N[C:34]([CH2:36][C@H:37]([OH:70])[C@@H:38]([NH:43]C([C@@H](N(C([C@@H](NC([C@H](O)[C@H](CC)C)=O)CC(C)C)=O)C)CCC(N)=O)=O)[CH2:39][CH:40]([CH3:42])[CH3:41])=[O:35])C(NCC(N([C@@H](C(N1[C@H](C(OC)=O)CCC1)=O)CC1C=CC=CC=1)C)=O)=O)C.CC(C[C@H](NC1C([N+]([O-])=O)=CC([N+]([O-])=O)=C(F)C=1)C(N)=[O:77])C.CO.C(O)=O>O>[NH2:43][C@H:38]([C@H:37]([CH2:36][C:34](=[O:35])[OH:77])[OH:70])[CH2:39][CH:40]([CH3:42])[CH3:41]. Procedure details: Samples of both compounds 1 and 3 (35 μg) were subjected to acid hydrolysis, derivatized with L-FDLA, and analyzed by reversed-phase HPLC [column, Alltima HP C18 HL (4.6×250 mm), 5 μm, Alltech; flow rate, 0.5 mL/min; detection by ESIMS in negative ion mode (MRM scan, 468→408)], using a linear gradient of MeOH in H2O (both containing 0.1% HCOOH, 40-100% MeOH over 50 min). Two peaks, corresponding to (3S,4S)-Sta-L-FDLA and (3R,4S)-Sta-L-FDLA, were observed in both samples in a 1:1 ratio at tR 35.5... The reactants are IC1=CC(=C(C=C1)N)N (4-iodo-1,2-phenylenediamine), CC1=C(C=CC=C1)C1CC(=O)OC(C1)=O (3-(2-methylphenyl)glutaric anhydride), ClCCl (dichloromethane), ClCCl (dichloromethane). The product is IC1=CC2=C(N=C(N2)CC(CC(=O)O)C2=C(C=CC=C2)C)C=C1.Cl (4-(5-iodo-2-benzimidazolyl)-3-(2-methylphenyl)butanoic acid•HCl). RXN SMILES: [I:1][C:2]1[CH:7]=[CH:6][C:5]([NH2:8])=[C:4]([NH2:9])[CH:3]=1.[CH3:10][C:11]1[CH:16]=[CH:15][CH:14]=[CH:13][C:12]=1[CH:17]1[CH2:23][C:22](=O)[O:21][C:19](=[O:20])[CH2:18]1.[Cl:25]CCl>>[I:1][C:2]1[CH:7]=[CH:6][C:5]2[N:8]=[C:22]([CH2:23][CH:17]([C:12]3[CH:13]=[CH:14][CH:15]=[CH:16][C:11]=3[CH3:10])[CH2:18][C:19]([OH:21])=[O:20])[NH:9][C:4]=2[CH:3]=1.[ClH:25] |f:3.4|. Reported procedure: To a solution of 4-iodo-1,2-phenylenediamine (0.47 g) in dichloromethane (3 ml) the solution of 3-(2-methylphenyl)glutaric anhydride (0.41 g) in dichloromethane (4 ml) was added with stirring at rt. Almost instantaneously an resinous precipitate is formed. After 1 h at rt all volatiles are removed in vacuo and the residue is taken up in 1,4-dioxane (2 ml). 4M HCl in 1,4-dioxane (3 ml) is added and the resulting dark solution is heated to reflux for 1 h. Again all volatiles are removed at the wat... The reactants are CN1CCOCC1, CC#N, CC(C)Nc1cccnc1N1CCN(C(=O)c2ccc(C(=O)N3CCNCC3)cc2)CC1, BrC1CCCC1. Yields the product CC(C)Nc1cccnc1N1CCN(C(=O)c2ccc(C(=O)N3CCN(C4CCCC4)CC3)cc2)CC1. Reaction SMILES: [CH3:33][N:34]1[CH2:35][CH2:36][O:37][CH2:38][CH2:39]1.[CH3:46][C:47]#[N:48].[CH:1]([CH3:2])([CH3:3])[NH:4][c:5]1[c:6]([N:11]2[CH2:12][CH2:13][N:14]([C:17](=[O:18])[c:19]3[cH:20][cH:21][c:22]([C:23](=[O:24])[N:25]4[CH2:26][CH2:27][NH:28][CH2:29][CH2:30]4)[cH:31][cH:32]3)[CH2:15][CH2:16]2)[n:7][cH:8][cH:9][cH:10]1.[CH:40]1([Br:45])[CH2:41][CH2:42][CH2:43][CH2:44]1>>[CH:1]([CH3:2])([CH3:3])[NH:4][c:5]1[c:6]([N:11]2[CH2:12][CH2:13][N:14]([C:17](=[O:18])[c:19]3[cH:20][cH:21][c:22]([C:23](=[O:24])[N:25]4[CH2:26][CH2:27][N:28]([CH:40]5[CH2:41][CH2:42][CH2:43][CH2:44]5)[CH2:29][CH2:30]4)[cH:31][cH:32]3)[CH2:15][CH2:16]2)[n:7][cH:8][cH:9][cH:10]1. Reactants: ClC=1C=CC(=NC1)NC(=O)CN1N=C(C=C1C(=O)O)OCCOCCOC (2-[(5-Chloro-pyridin-2-ylcarbamoyl)-methyl]-5-[2-(2-methoxy-ethoxy)-ethoxy]-2H-pyrazole-3-carboxylic acid), Cl.C(C)(C)N1CCC(CC1)N (1-Isopropyl-piperidin-4-ylamine hydrochloride), C1COC(=O)N1P(=O)(N2CCOC2=O)Cl (BOP-Cl). Run in C(Cl)Cl (DCM), CCN(CC)CC (NEt3). Reaction conditions: time 16 hour. The product is C(C)(C)N1CCC(CC1)NC(=O)C=1N(N=C(C1)OCCOCCOC)CC(NC1=NC=C(C=C1)Cl)=O (2-[(5-Chloro-pyridin-2-ylcarbamoyl)-methyl]-5-[2-(2-methoxy-ethoxy)-ethoxy]-2H-pyrazole-3-carboxylic acid (1-isopropyl-piperidin-4-yl)-amide). Reaction SMILES: [Cl:1][C:2]1[CH:3]=[CH:4][C:5]([NH:8][C:9]([CH2:11][N:12]2[C:16]([C:17]([OH:19])=O)=[CH:15][C:14]([O:20][CH2:21][CH2:22][O:23][CH2:24][CH2:25][O:26][CH3:27])=[N:13]2)=[O:10])=[N:6][CH:7]=1.Cl.[CH:29]([N:32]1[CH2:37][CH2:36][CH:35]([NH2:38])[CH2:34][CH2:33]1)([CH3:31])[CH3:30].C1N(P(Cl)(N2C(=O)OCC2)=O)C(=O)OC1>C(Cl)Cl.CCN(CC)CC>[CH:29]([N:32]1[CH2:37][CH2:36][CH:35]([NH:38][C:17]([C:16]2[N:12]([CH2:11][C:9](=[O:10])[NH:8][C:5]3[CH:4]=[CH:3][C:2]([Cl:1])=[CH:7][N:6]=3)[N:13]=[C:14]([O:20][CH2:21][CH2:22][O:23][CH2:24][CH2:25][O:26][CH3:27])[CH:15]=2)=[O:19])[CH2:34][CH2:33]1)([CH3:31])[CH3:30] |f:1.2|. Procedure: To 310 mg 2-[(5-Chloro-pyridin-2-ylcarbamoyl)-methyl]-5-[2-(2-methoxy-ethoxy)-ethoxy]-2H-pyrazole-3-carboxylic acid in 5 ml DCM and 0.3 ml NEt3, 110 mg 1-Isopropyl-piperidin-4-ylamine hydrochloride and 197 mg BOP-Cl were added at RT and the mixture was stirred for 16 h. The mixture was concentrated under reduced pressure and the residue was purified by preparative HPLC (C18 reverse phase column, elution with a H2O/MeCN gradient with 0.1% TFA). The fractions containing the product were evaporated...